Dataset: the Open Reaction Database (ORD), a public repository of structured organic reaction records. Task: describe an organic reaction: reactants, conditions, products, and yield Reactants: NC=1SC(=CC1C#N)C=1C=NC(=CC1)N1CCCCC1 (2-amino-5-(6-piperidin-1-ylpyridin-3-yl)thiophene-3-carbonitrile), C(CC)O (1-propanol), [OH-].[Na+] (sodium hydroxide). The solvent is C(C)(=O)OCC (ethyl acetate), C([O-])(O)=O.[Na+] (sodium bicarbonate). Conditions: temperature 130 celsius. Product: NC=1SC(=CC1C(=O)N)C=1C=NC(=CC1)N1CCCCC1 (2-Amino-5-(6-piperidin-1-ylpyridin-3-yl)thiophene-3-carboxamide). RXN SMILES: [NH2:1][C:2]1[S:3][C:4]([C:9]2[CH:10]=[N:11][C:12]([N:15]3[CH2:20][CH2:19][CH2:18][CH2:17][CH2:16]3)=[CH:13][CH:14]=2)=[CH:5][C:6]=1[C:7]#[N:8].C([OH:24])CC.[OH-].[Na+]>C(OCC)(=O)C.C(=O)(O)[O-].[Na+]>[NH2:1][C:2]1[S:3][C:4]([C:9]2[CH:10]=[N:11][C:12]([N:15]3[CH2:20][CH2:19][CH2:18][CH2:17][CH2:16]3)=[CH:13][CH:14]=2)=[CH:5][C:6]=1[C:7]([NH2:8])=[O:24] |f:2.3,5.6|. Reported procedure: Into a microwave vial was added 2-amino-5-(6-piperidin-1-ylpyridin-3-yl)thiophene-3-carbonitrile (225 mg, 0.79 mmol), 1-propanol (6.2 ml), and 25% sodium hydroxide (1.8 ml) and the mixture was heated in the microwave to 130° C. for 30 min. The reaction mixture was diluted with ethyl acetate and sodium bicarbonate to neutralize, extracted with ethyl acetate (3×100 mL), dried over magnesium sulfate, filtered and the solvent was evaporated under reduced pressure. The residue was purified by column ... The reactants are BrC=1C=C(CO[Si](C)(C)C(C)(C)C)C=CC1 ((3-bromobenzyloxy)-t-butyldimethylsilane), C(CCC)[Li] (n-butyl lithium), O (water), COC1=CC=C2C(C(CSC2=C1)C1=CC=C(C=C1)OC)=O (7-methoxy-3-(4-methoxyphenyl)thiochroman-4-one). Run in O1CCCC1 (tetrahydrofuran), O1CCCC1 (tetrahydrofuran). Run at time 50 minute. The product is [Si](C)(C)(C(C)(C)C)OCC=1C=C(C=CC1)C1(C(CSC2=CC(=CC=C12)OC)C1=CC=C(C=C1)OC)O (4-[3-(t-butyidimethylsilyloxymethyl)phenyl]-7-methoxy-3-(4-methoxyphenyl)thiochroman-4-ol). Isolated yield 28.1%. RXN SMILES: Br[C:2]1[CH:3]=[C:4]([CH:14]=[CH:15][CH:16]=1)[CH2:5][O:6][Si:7]([C:10]([CH3:13])([CH3:12])[CH3:11])([CH3:9])[CH3:8].C([Li])CCC.[CH3:22][O:23][C:24]1[CH:33]=[C:32]2[C:27]([C:28](=[O:42])[CH:29]([C:34]3[CH:39]=[CH:38][C:37]([O:40][CH3:41])=[CH:36][CH:35]=3)[CH2:30][S:31]2)=[CH:26][CH:25]=1.O>O1CCCC1>[Si:7]([O:6][CH2:5][C:4]1[CH:3]=[C:2]([C:28]2([OH:42])[C:27]3[C:32](=[CH:33][C:24]([O:23][CH3:22])=[CH:25][CH:26]=3)[S:31][CH2:30][CH:29]2[C:34]2[CH:39]=[CH:38][C:37]([O:40][CH3:41])=[CH:36][CH:35]=2)[CH:16]=[CH:15][CH:14]=1)([C:10]([CH3:13])([CH3:12])[CH3:11])([CH3:9])[CH3:8]. Procedure details: To a solution of (3-bromobenzyloxy)-t-butyldimethylsilane (2.207 g, 7.326 mmol) in dry tetrahydrofuran (20 ml) was added n-butyl lithium (4.18 ml, 6.66 mmol, 1.59M tetrahydrofuran solution) at −78° C. over 25 minutes and stirred for 50 minutes. Then to the reaction mixture was added 7-methoxy-3-(4-methoxyphenyl)thiochroman-4-one (1 g, 3.33 mmol) dissolved in tetrahydrofuran at the same temperature over 10 minutes. The reaction mixture was stirred for 20 minutes at −78° C., followed at −15° C. fo... The product is O=C(O)C=Cc1ccccc1. The reactants are [Br-], ClC(Cl)Cl, CC(=O)C=Cc1ccccc1, [O-]Cl, [K+], [Na+], O. Reaction SMILES: [Br-:17].[CH:18]([Cl:19])([Cl:20])[Cl:21].[CH:1]([c:2]1[cH:3][cH:4][cH:5][cH:6][cH:7]1)=[CH:8][C:9]([CH3:10])=[O:11].[Cl:12][O-:13].[K+:16].[Na+:14].[OH2:15]>>[CH:1]([c:2]1[cH:3][cH:4][cH:5][cH:6][cH:7]1)=[CH:8][C:9](=[O:11])[OH:13]. Reactants: CS(=O)(=O)OCCN1C=NC(=C1)C1=NC=CC(=C1)C(=O)OC (methyl 2-(1-{2-[(methylsulfonyl)oxy]ethyl}-1H-imidazol-4-yl)pyridine-4-carboxylate), FC=1C=C2CCNC2=CC1 (5-fluoro-2,3-dihydro-(1H)-indole). Yields the product FC=1C=C2CCN(C2=CC1)CCN1C=NC(=C1)C1=NC=CC(=C1)C(=O)O (2-[1-[2-(5-fluoro-2,3-dihydroindol-1-yl)ethyl]imidazol-4-yl]pyridine-4-carboxylic acid). The yield is 11.0%. Reaction SMILES: CS(O[CH2:6][CH2:7][N:8]1[CH:12]=[C:11]([C:13]2[CH:18]=[C:17]([C:19]([O:21]C)=[O:20])[CH:16]=[CH:15][N:14]=2)[N:10]=[CH:9]1)(=O)=O.[F:23][C:24]1[CH:25]=[C:26]2[C:30](=[CH:31][CH:32]=1)[NH:29][CH2:28][CH2:27]2>>[F:23][C:24]1[CH:25]=[C:26]2[C:30](=[CH:31][CH:32]=1)[N:29]([CH2:6][CH2:7][N:8]1[CH:12]=[C:11]([C:13]3[CH:18]=[C:17]([C:19]([OH:21])=[O:20])[CH:16]=[CH:15][N:14]=3)[N:10]=[CH:9]1)[CH2:28][CH2:27]2. Reported procedure: The title compound was prepared in 11% yield from methyl 2-(1-{2-[(methylsulfonyl)oxy]ethyl}-1H-imidazol-4-yl)pyridine-4-carboxylate (PREPARATION 6) and 5-fluoro-2,3-dihydro-(1H)-indole according to the procedure for the preparation of Example 58. 1HNMR (400 MHz, DMSO): δ 2.88 (2H, t, J=8.4 Hz), 3.42 (2H, t, J=6.2 Hz), 4.25 (2H, t, J=6.1 Hz), 6.49 (1H, m), 6.76 (1H, td, J=2.2 and 8.8 Hz), 6.89 (1H, dd, J=6.4 Hz), 7.57 (1H, d, J=5.0 Hz), 7.83 (1H, s), 7.94 (1H, s), 8.27 (1H, s), 8.62 (1H, d, J=4....